The task is: describe an organic reaction: reactants, conditions, products, and yield. This data is from the Open Reaction Database (ORD), a public repository of structured organic reaction records. Reactants: ClC=1NC2=C(N1)C=C(C(=C2)OC)OC (2-chloro-5,6-dimethoxy benzimidazole), C(C(C)C)OC(=O)N1CCNCC1 (piperazine N-carboxylic acid isobutyl ester). The solvent is COCCO (2-methoxyethanol). Yields the product Cl.C(C(C)C)OC(=O)N1CCN(CC1)C=1NC2=C(N1)C=C(C(=C2)OC)OC (4-(5,6-Dimethoxy-2-benzimidazolyl) piperazine-1-carboxylic acid isobutyl ester-hydrochloride). RXN SMILES: [Cl:1][C:2]1[NH:3][C:4]2[CH:10]=[C:9]([O:11][CH3:12])[C:8]([O:13][CH3:14])=[CH:7][C:5]=2[N:6]=1.[CH2:15]([O:19][C:20]([N:22]1[CH2:27][CH2:26][NH:25][CH2:24][CH2:23]1)=[O:21])[CH:16]([CH3:18])[CH3:17]>COCCO>[ClH:1].[CH2:15]([O:19][C:20]([N:22]1[CH2:27][CH2:26][N:25]([C:2]2[NH:3][C:4]3[CH:10]=[C:9]([O:11][CH3:12])[C:8]([O:13][CH3:14])=[CH:7][C:5]=3[N:6]=2)[CH2:24][CH2:23]1)=[O:21])[CH:16]([CH3:18])[CH3:17] |f:3.4|. Procedure: 3.40 g 2-chloro-5,6-dimethoxy benzimidazole, 7.50 g piperazine N-carboxylic acid isobutyl ester (described in U.S. 3,635,979, Example LVII) and 25 ml 2-methoxyethanol were reacted as in Example I to give the base of the desired product as a gum. This was washed free of starting amine with water, then dissolved in isopropyl alcohol and acidified with HCl gas to give 5.30 g product HCl salt, mp 248°-250° C Starting materials: BrC=1C=C(C=C(C1)OC(F)(F)F)C1=CC(=NN1C1=CC(=NC=C1)C)C(=O)O (5-(3-Bromo-5-trifluoromethoxyphenyl)-1-(2-methylpyridin-4-yl)-1H-pyrazole-3-carboxylic acid), ClC=1C=C(C=C(C1)F)C1=CC(=NN1C1=NC=CC=C1)C(=O)N1CNC(C1)=O (1-{[5-(3-Chloro-5-fluorophenyl)-1-(pyridin-2-yl)-1H-pyrazol-3-yl]carbonyl}imidazolidin-4-one), O=C1NCCNC1 (2-oxopiperazine). The product is BrC=1C=C(C=C(C1)OC(F)(F)F)C1=CC(=NN1C1=CC(=NC=C1)C)C(=O)N1CC(NCC1)=O (4-({5-[3-Bromo-5-(trifluoromethoxy)phenyl]-1-(2-methylpyridin-4-yl)-1H-pyrazol-3-yl}carbonyl)piperazin-2-one). Reaction SMILES: [Br:1][C:2]1[CH:3]=[C:4]([C:13]2[N:17]([C:18]3[CH:23]=[CH:22][N:21]=[C:20]([CH3:24])[CH:19]=3)[N:16]=[C:15]([C:25]([OH:27])=O)[CH:14]=2)[CH:5]=[C:6]([O:8][C:9]([F:12])([F:11])[F:10])[CH:7]=1.ClC1C=C(C2N(C3C=CC=CN=3)N=C([C:47]([N:49]3[CH2:53][C:52](=[O:54])[NH:51][CH2:50]3)=O)C=2)C=C(F)C=1.O=C1CNCCN1>>[Br:1][C:2]1[CH:3]=[C:4]([C:13]2[N:17]([C:18]3[CH:23]=[CH:22][N:21]=[C:20]([CH3:24])[CH:19]=3)[N:16]=[C:15]([C:25]([N:49]3[CH2:47][CH2:50][NH:51][C:52](=[O:54])[CH2:53]3)=[O:27])[CH:14]=2)[CH:5]=[C:6]([O:8][C:9]([F:12])([F:11])[F:10])[CH:7]=1. Procedure: 50 mg (0.11 mmol) of the compound of Example 48A is reacted analogously to the synthesis of the compound of Example 1 with 12 mg (0.12 mmol) of 2-oxopiperazine. 51 mg (86% of theory) of the title compound is obtained. Starting materials: CC(=O)O[BH-](OC(C)=O)OC(C)=O, O=C([O-])O, ClCCl, CC(=O)O, COc1ccc(-c2cc3cc(F)c(F)cc3[nH]2)cc1N, O=Cc1ccc([N+](=O)[O-])cc1, [Na+], [Na+]. The product is COc1ccc(-c2cc3cc(F)c(F)cc3[nH]2)cc1NCc1ccc([N+](=O)[O-])cc1. RXN SMILES: [C:32]([O:33][BH-:34]([O:35][C:36](=[O:37])[CH3:38])[O:39][C:40](=[O:41])[CH3:42])(=[O:43])[CH3:44].[C:46](=[O:47])([OH:48])[O-:49].[CH2:51]([Cl:52])[Cl:53].[CH3:54][C:55](=[O:56])[OH:57].[F:12][c:13]1[cH:14][c:15]2[cH:16][c:17](-[c:23]3[cH:24][cH:25][c:26]([O:30][CH3:31])[c:27]([NH2:29])[cH:28]3)[nH:18][c:19]2[cH:20][c:21]1[F:22].[N+:1](=[O:2])([O-:3])[c:4]1[cH:5][cH:6][c:7]([CH:8]=[O:9])[cH:10][cH:11]1.[Na+:45].[Na+:50]>>[N+:1](=[O:2])([O-:3])[c:4]1[cH:5][cH:6][c:7]([CH2:8][NH:29][c:27]2[c:26]([O:30][CH3:31])[cH:25][cH:24][c:23](-[c:17]3[cH:16][c:15]4[cH:14][c:13]([F:12])[c:21]([F:22])[cH:20][c:19]4[nH:18]3)[cH:28]2)[cH:10][cH:11]1. Reactants: [Cl-].[NH4+] (ammonium chloride), FC(C(=O)O)(F)F.ClC1=C(C=CC(=C1)Cl)C=1NC(C=2N(C1)N=C(C2)CN2CCOCC2)=O (6-(2,4-Dichlorophenyl)-2-(morpholin-4-ylmethyl)pyrazolo[1,5-a]pyrazin-4(5H)-one trifluoroacetate), ClC1=CC=CC(=N1)NC(OC(C)(C)C)=O (tert-Butyl (6-chloropyridin-2-yl)carbamate), C(CCC)[Li] (butyllithium). Run in C(C)(=O)OCC (ethyl acetate), C1CCOC1 (THF), C1CCOC1 (THF). Reaction conditions: temperature -50 celsius, time 2 hour. Product: ClC1=CC=C(C(=N1)NC(OC(C)(C)C)=O)C(C(F)(F)F)=O (tert-Butyl [6-chloro-3-(trifluoroacetyl)pyridin-2-yl]carbamate). Reaction SMILES: [Cl:1][C:2]1[N:7]=[C:6]([NH:8][C:9](=[O:15])[O:10][C:11]([CH3:14])([CH3:13])[CH3:12])[CH:5]=[CH:4][CH:3]=1.C([Li])CCC.[F:21][C:22]([F:27])([F:26])[C:23](O)=[O:24].ClC1C=C(Cl)C=CC=1C1NC(=O)C2N(N=C(CN3CCOCC3)C=2)C=1.[Cl-].[NH4+]>C1COCC1.C(OCC)(=O)C>[Cl:1][C:2]1[N:7]=[C:6]([NH:8][C:9](=[O:15])[O:10][C:11]([CH3:12])([CH3:14])[CH3:13])[C:5]([C:23](=[O:24])[C:22]([F:27])([F:26])[F:21])=[CH:4][CH:3]=1 |f:2.3,4.5|. Procedure details: 8 g (35 mmol) of tert-butyl (6-chloropyridin-2-yl)carbamate (Example 24A) were initially charged in 100 ml of THF and cooled to −50° C. 55 ml (87 mmol) of butyllithium (1.6N) were added dropwise. After the dropwise addition had ended, the reaction was slowly warmed to −10° C. and stirred at 0° C. for 2 h. The mixture was then cooled again to −40° C., and 12.8 g (70 mmol) of 4-(trifluoroacetyl)morpholine (Example 21A), dissolved in 4 ml of THF, were added. The reaction solution was stirred at −40...